From a dataset of the Open Reaction Database (ORD), a public repository of structured organic reaction records. describe an organic reaction: reactants, conditions, products, and yield Reaction SMILES: Cl[C:2]1[N:3]=[C:4]([NH:21][C@H:22]([CH3:25])[CH2:23][OH:24])[C:5]2[CH:10]=[CH:9][N:8]([S:11]([C:14]3[CH:20]=[CH:19][C:17]([CH3:18])=[CH:16][CH:15]=3)(=[O:13])=[O:12])[C:6]=2[N:7]=1.[NH2:26][C:27]1[CH:32]=[CH:31][C:30]([N:33]2[CH2:38][CH2:37][N:36]([C:39](=[O:41])[CH3:40])[CH2:35][CH2:34]2)=[CH:29][CH:28]=1.C[Si](Cl)(C)C>C(O)CCC>[OH:24][CH2:23][C@H:22]([NH:21][C:4]1[C:5]2[CH:10]=[CH:9][N:8]([S:11]([C:14]3[CH:20]=[CH:19][C:17]([CH3:18])=[CH:16][CH:15]=3)(=[O:13])=[O:12])[C:6]=2[N:7]=[C:2]([NH:26][C:27]2[CH:28]=[CH:29][C:30]([N:33]3[CH2:34][CH2:35][N:36]([C:39](=[O:41])[CH3:40])[CH2:37][CH2:38]3)=[CH:31][CH:32]=2)[N:3]=1)[CH3:25]. The yield is 8.4%. Conditions: temperature 116 celsius, time 48 hour. The reactants are ClC=1N=C(C2=C(N1)N(C=C2)S(=O)(=O)C2=CC=C(C)C=C2)N[C@@H](CO)C ((R)-2-(2-chloro-7-tosyl-7H-pyrrolo[2,3-d]pyrimidin-4-ylamino)propan-1-ol), NC1=CC=C(C=C1)N1CCN(CC1)C(C)=O (1-(4-(4-aminophenyl)piperazin-1-yl)ethanone), C[Si](C)(C)Cl (trimethylsilyl chloride). Procedure: A mixture of (R)-2-(2-chloro-7-tosyl-7H-pyrrolo[2,3-d]pyrimidin-4-ylamino)propan-1-ol (200 mg, 0.525 mmol), 1-(4-(4-aminophenyl)piperazin-1-yl)ethanone (140 mg, 0.639 mmol) and trimethylsilyl chloride (0.130 mL, 1.03 mmol) in nBuOH (4 mL) was stirred at 116° C. for 48 h. It was concentrated in vacuo. The residue was purified by HPLC to give (R)-1-(4-(4-(4-(1-hydroxypropan-2-ylamino)-7-tosyl-7H-pyrrolo[2,3-d]pyrimidin-2-ylamino)phenyl)piperazin-1-yl)ethanone (25 mg). The product is OC[C@@H](C)NC=1C2=C(N=C(N1)NC1=CC=C(C=C1)N1CCN(CC1)C(C)=O)N(C=C2)S(=O)(=O)C2=CC=C(C)C=C2 ((R)-1-(4-(4-(4-(1-hydroxypropan-2-ylamino)-7-tosyl-7H-pyrrolo[2,3-d]pyrimidin-2-ylamino)phenyl)piperazin-1-yl)ethanone). Solvent: C(CCC)O (nBuOH). Starting materials: NC1=C2C(=NC(=C1C(=O)O)C)SC(=C2C)Br (4-amino-2-bromo-3,6-dimethylthieno[2,3-b]pyridine-5-carboxylic acid), C1(=CC=CC=C1)OC1=CC=CC=C1 (diphenyl ether). Run in CO (MeOH). Run at temperature 200 celsius. Yields the product BrC1=C(C2=C(N=C(C=C2N)C)S1)C (2-Bromo-3,6-dimethylthieno[2,3-b]pyridin-4-amine). The yield is 56.9%. Reaction SMILES: [NH2:1][C:2]1[C:7](C(O)=O)=[C:6]([CH3:11])[N:5]=[C:4]2[S:12][C:13]([Br:16])=[C:14]([CH3:15])[C:3]=12.C1(OC2C=CC=CC=2)C=CC=CC=1>CO>[Br:16][C:13]1[S:12][C:4]2[N:5]=[C:6]([CH3:11])[CH:7]=[C:2]([NH2:1])[C:3]=2[C:14]=1[CH3:15]. Procedure: A mixture of 4-amino-2-bromo-3,6-dimethylthieno[2,3-b]pyridine-5-carboxylic acid (Description 61) (720 mg, 2.391 mmol) and diphenyl ether (3.80 mL, 23.91 mmol) was heated to 200° C. for 48 h. The mixture was then cooled to RT, taken-up in MeOH (10 mL) and purified on silica, eluting with a gradient of 0-20% 2M NH3 in MeOH in DCM. Further purification by SCX, eluting with 0-100% 2M NH3 in MeOH in MeOH afforded the title compound (350 mg). LCMS (A) m/z: 257/259 [M+1]+, Rt 1.10 min (basic). The reactants are CC1(C)CNC(=O)N1c1nc2c(s1)CCOc1cc(Br)ccc1-2, CC(C)(O)Cn1cc(B2OC(C)(C)C(C)(C)O2)cn1, CS(C)=O. As a reaction SMILES: [Br:1][c:2]1[cH:3][cH:4][c:5]2[c:6]([cH:23]1)[O:7][CH2:8][CH2:9][c:10]1[c:11]-2[n:12][c:13]([N:15]2[C:16](=[O:22])[NH:17][CH2:18][C:19]2([CH3:20])[CH3:21])[s:14]1.[CH3:24][C:25]([CH2:26][n:27]1[n:28][cH:29][c:30]([B:32]2[O:33][C:34]([CH3:35])([CH3:36])[C:37]([CH3:38])([CH3:39])[O:40]2)[cH:31]1)([CH3:41])[OH:42].[CH3:43][S:44]([CH3:45])=[O:46]>>[c:2]1(-[c:30]2[cH:29][n:28][n:27]([CH2:26][C:25]([CH3:24])([CH3:41])[OH:42])[cH:31]2)[cH:3][cH:4][c:5]2[c:6]([cH:23]1)[O:7][CH2:8][CH2:9][c:10]1[c:11]-2[n:12][c:13]([N:15]2[C:16](=[O:22])[NH:17][CH2:18][C:19]2([CH3:20])[CH3:21])[s:14]1. Yields the product CC(C)(O)Cn1cc(-c2ccc3c(c2)OCCc2sc(N4C(=O)NCC4(C)C)nc2-3)cn1. RXN SMILES: [Br-:29].[CH3:22][N:23]([CH2:24][CH2:25][NH:26][CH3:27])[CH3:28].[Cl:1][C:2](=[O:3])[O:4][c:5]1[cH:6][cH:7][c:8]([O:11][c:12]2[n:13][cH:14][c:15]([C:18]([F:19])([F:20])[F:21])[cH:16][cH:17]2)[cH:9][cH:10]1.[K+:30]>>[C:2](=[O:3])([O:4][c:5]1[cH:6][cH:7][c:8]([O:11][c:12]2[n:13][cH:14][c:15]([C:18]([F:19])([F:20])[F:21])[cH:16][cH:17]2)[cH:9][cH:10]1)[N:26]([CH2:25][CH2:24][N:23]([CH3:22])[CH3:28])[CH3:27].[ClH:1]. Yields the product CN(C)CCN(C)C(=O)Oc1ccc(Oc2ccc(C(F)(F)F)cn2)cc1, Cl. The reactants are [Br-], CNCCN(C)C, O=C(Cl)Oc1ccc(Oc2ccc(C(F)(F)F)cn2)cc1, [K+].